describe an organic reaction: reactants, conditions, products, and yield From a dataset of the Open Reaction Database (ORD), a public repository of structured organic reaction records. Reactants: Brc1cc2ccccc2c2ccccc12, COC(=O)C(Cc1ccc([Sn](C)(C)C)cc1)NC(C)=O, CC(=O)[O-], CC(=O)[O-], CCOCC, CO, ClCCl, N#N, CN(C)C=O, [Pd+2], Cc1ccccc1P(c1ccccc1C)c1ccccc1C. Product: COC(=O)C(Cc1ccc(-c2cc3ccccc3c3ccccc23)cc1)NC(C)=O. RXN SMILES: [Br:21][c:22]1[c:23]2[cH:24][cH:25][cH:26][cH:27][c:28]2[c:29]2[cH:30][cH:31][cH:32][cH:33][c:34]2[cH:35]1.[C:1]([CH3:2])(=[O:3])[NH:4][CH:5]([C:6](=[O:7])[O:8][CH3:9])[CH2:10][c:11]1[cH:12][cH:13][c:14]([Sn:17]([CH3:18])([CH3:19])[CH3:20])[cH:15][cH:16]1.[C:70]([O-:71])(=[O:72])[CH3:73].[C:75]([O-:76])(=[O:77])[CH3:78].[CH3:65][CH2:66][O:67][CH2:68][CH3:69].[CH3:79][OH:80].[Cl:81][CH2:82][Cl:83].[N:58]#[N:59].[O:60]=[CH:61][N:62]([CH3:63])[CH3:64].[Pd+2:74].[c:36]1([CH3:37])[cH:38][cH:39][cH:40][cH:41][c:42]1[P:43]([c:44]1[cH:45][cH:46][cH:47][cH:48][c:49]1[CH3:50])[c:51]1[cH:52][cH:53][cH:54][cH:55][c:56]1[CH3:57]>>[C:1]([CH3:2])(=[O:3])[NH:4][CH:5]([C:6](=[O:7])[O:8][CH3:9])[CH2:10][c:11]1[cH:12][cH:13][c:14](-[c:22]2[c:23]3[cH:24][cH:25][cH:26][cH:27][c:28]3[c:29]3[cH:30][cH:31][cH:32][cH:33][c:34]3[cH:35]2)[cH:15][cH:16]1.